From a dataset of the Open Reaction Database (ORD), a public repository of structured organic reaction records. describe an organic reaction: reactants, conditions, products, and yield The reactants are COC=1C=C(C=CC1)CCCO (3-(3-methoxyphenyl)-propanol), C1(=CC=C(C=C1)S(=O)(=O)Cl)C (p-toluenesulfonyl chloride). Solvent: N1=CC=CC=C1 (pyridine). Run at time 2 hour. Yields the product S(=O)(=O)(C1=CC=C(C)C=C1)OCCCC1=CC(=CC=C1)OC (1-Tosyloxy-3-(3-methoxyphenyl)-propane). Isolated yield 93.6%. Reaction SMILES: [CH3:1][O:2][C:3]1[CH:4]=[C:5]([CH2:9][CH2:10][CH2:11][OH:12])[CH:6]=[CH:7][CH:8]=1.[C:13]1([CH3:23])[CH:18]=[CH:17][C:16]([S:19](Cl)(=[O:21])=[O:20])=[CH:15][CH:14]=1>N1C=CC=CC=1>[S:19]([O:12][CH2:11][CH2:10][CH2:9][C:5]1[CH:6]=[CH:7][CH:8]=[C:3]([O:2][CH3:1])[CH:4]=1)([C:16]1[CH:17]=[CH:18][C:13]([CH3:23])=[CH:14][CH:15]=1)(=[O:21])=[O:20]. Procedure: A solution of 3-(3-methoxyphenyl)-propanol (69 g, 0.42 mole) and pyridine (400 mL) was stirred at 5° C. as p-toluenesulfonyl chloride (87 g, 0.46 mole) was added portionwise. The reaction mixture was stirred at room temperature for 2 hours, then was poured onto ice/concentrated HCl and was extracted with ether. The extracts were washed with 2N HCl, wawter, saturated aqueous NaCl, dried (MgSO4), filtered, and evaporated to yield 126 g yellow oil, (95%); M+ 320. As a reaction SMILES: [OH:1][C:2]1[CH:6]([CH:7]([CH3:9])[CH3:8])[NH:5][C:4](=[O:10])[CH:3]=1.[CH:11](=O)[C:12]1[CH:17]=[CH:16][CH:15]=[CH:14][CH:13]=1.[F:19][C:20]1[CH:21]=[C:22]2[C:26](=[CH:27][CH:28]=1)[NH:25][CH:24]=[C:23]2[CH3:29]>>[F:19][C:20]1[CH:21]=[C:22]2[C:26](=[CH:27][CH:28]=1)[NH:25][C:24]([CH:11]([C:12]1[CH:17]=[CH:16][CH:15]=[CH:14][CH:13]=1)[C:3]1[C:4](=[O:10])[NH:5][CH:6]([CH:7]([CH3:9])[CH3:8])[C:2]=1[OH:1])=[C:23]2[CH3:29]. Reactants: OC1=CC(NC1C(C)C)=O (4-hydroxy-5-isopropyl-1,5-dihydro-pyrrol-2-one), C(C1=CC=CC=C1)=O (benzaldehyde), FC=1C=C2C(=CNC2=CC1)C (5-fluoro-3-methyl-1H-indole). The product is FC=1C=C2C(=C(NC2=CC1)C(C=1C(NC(C1O)C(C)C)=O)C1=CC=CC=C1)C (3-[(5-Fluoro-3-methyl-1H-indol-2-yl)-phenyl-methyl]-4-hydroxy-5-isopropyl-1,5-dihydro-pyrrol-2-one). Reported procedure: Using general procedure C, 4-hydroxy-5-isopropyl-1,5-dihydro-pyrrol-2-one (Lit. 11) was reacted with benzaldehyde and 5-fluoro-3-methyl-1H-indole to give the title compound as a yellow solid. MS: 377.1 ([M−H]−). Reactants: C(C1=CC=CC=C1)OC[C@@H]1[C@H]([C@]2(C[C@@](CO2)(C2=C(C=CC(=C2)C(F)(F)F)OC)O)CC1)C1=CC=C(C=C1)F ((3S,5R,6S,7S)-7-(benzyloxymethyl)-6-(4-fluorophenyl)-3-hydroxy-3-(2-methoxy-5-(trifluoromethyl)phenyl)-1-oxaspiro[4.4]nonane), C(C)[SiH](CC)CC (triethylsilane). The solvent is FC(C(=O)O)(F)F (trifluoroacetic acid), C(C)(=O)OCC (ethyl acetate). Run at time 30 minute. Yields the product C(C1=CC=CC=C1)OC[C@@H]1[C@H]([C@]2(C[C@@H](CO2)C2=C(C=CC(=C2)C(F)(F)F)OC)CC1)C1=CC=C(C=C1)F ((3R,5R,6S,7S)-7-(Benzyloxymethyl)-6-(4-fluorophenyl)-3-(-2-methoxy-5-(trifluoromethyl)phenyl)-1-oxaspiro[4.4]nonane). Yield: 24.5%. Reaction SMILES: [CH2:1]([O:8][CH2:9][C@H:10]1[CH2:31][CH2:30][C@:12]2([O:16][CH2:15][C@@:14](O)([C:17]3[CH:22]=[C:21]([C:23]([F:26])([F:25])[F:24])[CH:20]=[CH:19][C:18]=3[O:27][CH3:28])[CH2:13]2)[C@@H:11]1[C:32]1[CH:37]=[CH:36][C:35]([F:38])=[CH:34][CH:33]=1)[C:2]1[CH:7]=[CH:6][CH:5]=[CH:4][CH:3]=1.C([SiH](CC)CC)C>FC(F)(F)C(O)=O.C(OCC)(=O)C>[CH2:1]([O:8][CH2:9][C@H:10]1[CH2:31][CH2:30][C@:12]2([O:16][CH2:15][C@@H:14]([C:17]3[CH:22]=[C:21]([C:23]([F:26])([F:25])[F:24])[CH:20]=[CH:19][C:18]=3[O:27][CH3:28])[CH2:13]2)[C@@H:11]1[C:32]1[CH:37]=[CH:36][C:35]([F:38])=[CH:34][CH:33]=1)[C:2]1[CH:7]=[CH:6][CH:5]=[CH:4][CH:3]=1. Reported procedure: A solution was prepared by dissolving 10 mg (0.019 mmol) of (3S,5R,6S,7S)-7-(benzyloxymethyl)-6-(4-fluorophenyl)-3-hydroxy-3-(2-methoxy-5-(trifluoromethyl)phenyl)-1-oxaspiro[4.4]nonane in 0.20 mL of trifluoroacetic acid at RT, and triethylsilane (0.009 mL, 7 mg, 0.06 mmol) was added immediately. After 30 min., the reaction was diluted with 25 mL of ethyl acetate and washed with 5 m L of saturated aqueous sodium bicarbonate and 5 mL of saturated aqueous sodium chloride. The organic solution was d...